Dataset: the Open Reaction Database (ORD), a public repository of structured organic reaction records. Task: describe an organic reaction: reactants, conditions, products, and yield Reactants: CC(C)(C)OC(=O)N1CCC2(CC1)Oc1cc(C(N)=O)ccc1-n1cccc12, Clc1nc(Cl)nc(Cl)n1, CN(C)C=O, O. Product: CC(C)(C)OC(=O)N1CCC2(CC1)Oc1cc(C#N)ccc1-n1cccc12. RXN SMILES: [C:1]([NH2:2])(=[O:3])[c:4]1[cH:5][c:6]2[c:7]([cH:27][cH:28]1)-[n:8]1[c:9]([cH:10][cH:11][cH:12]1)[C:13]1([CH2:14][CH2:15][N:16]([C:19](=[O:20])[O:21][C:22]([CH3:23])([CH3:24])[CH3:25])[CH2:17][CH2:18]1)[O:26]2.[Cl:29][c:30]1[n:31][c:32]([Cl:33])[n:34][c:35]([Cl:36])[n:37]1.[O:39]=[CH:40][N:41]([CH3:42])[CH3:43].[OH2:38]>>[C:1](#[N:2])[c:4]1[cH:5][c:6]2[c:7]([cH:27][cH:28]1)-[n:8]1[c:9]([cH:10][cH:11][cH:12]1)[C:13]1([CH2:14][CH2:15][N:16]([C:19](=[O:20])[O:21][C:22]([CH3:23])([CH3:24])[CH3:25])[CH2:17][CH2:18]1)[O:26]2.